This data is from the Open Reaction Database (ORD), a public repository of structured organic reaction records. The task is: describe an organic reaction: reactants, conditions, products, and yield As a reaction SMILES: [CH2:37]1[O:38][CH2:39][CH2:40][CH2:41]1.[CH3:45][CH2:46][O:47][C:48]([CH3:49])=[O:50].[Cl:26][C:27]([Cl:28])([Cl:29])[C:30]([O:35][C:31]([CH3:32])([CH3:33])[CH3:34])=[O:36].[Cl:42][CH2:43][Cl:44].[NH2:1][c:2]1[cH:3][cH:4][c:5]([S:12]([NH:13][c:14]2[cH:15][cH:16][c:17]3[c:18]([cH:23]2)[B:19]([OH:22])[O:20][CH2:21]3)(=[O:24])=[O:25])[c:6]([CH2:8][C:9](=[O:10])[OH:11])[cH:7]1>>[NH2:1][c:2]1[cH:3][cH:4][c:5]([S:12]([NH:13][c:14]2[cH:15][cH:16][c:17]3[c:18]([cH:23]2)[B:19]([OH:22])[O:20][CH2:21]3)(=[O:24])=[O:25])[c:6]([CH2:8][C:9](=[O:10])[O:11][C:31]([CH3:32])([CH3:33])[CH3:34])[cH:7]1. Yields the product CC(C)(C)OC(=O)Cc1cc(N)ccc1S(=O)(=O)Nc1ccc2c(c1)B(O)OC2. Reactants: C1CCOC1, CCOC(C)=O, CC(C)(C)OC(=O)C(Cl)(Cl)Cl, ClCCl, Nc1ccc(S(=O)(=O)Nc2ccc3c(c2)B(O)OC3)c(CC(=O)O)c1. Starting materials: COC(=O)CCl, CN(C)C=O, Oc1cccc2cnccc12. Yields the product COC(=O)COc1cccc2cnccc12. RXN SMILES: [Cl:12][CH2:13][C:14](=[O:15])[O:16][CH3:17].[O:18]=[CH:19][N:20]([CH3:21])[CH3:22].[OH:1][c:2]1[c:3]2[cH:4][cH:5][n:6][cH:7][c:8]2[cH:9][cH:10][cH:11]1>>[O:1]([c:2]1[c:3]2[cH:4][cH:5][n:6][cH:7][c:8]2[cH:9][cH:10][cH:11]1)[CH2:13][C:14](=[O:15])[O:16][CH3:17]. Product: C1(=CC=CC=C1)COC(=O)N1NC(CC1)C(=O)O (1-{[(Phenylmethyl)oxy]carbonyl}-3-pyrazolidinecarboxylic acid). Reported procedure: At r.t., to a 50 mL round bottomed flask containing crude 3-(1,1-dimethylethyl) 1-(phenylmethyl) 1,3-pyrazolidinedicarboxylate (88 mg) in dichloromethane (DCM) (0.5 mL), was added HCl in ether (2M) (3.59 mL, 7.18 mmol), then the reaction vessel was equipped with a glass stopper. The reaction mixture was stirred at r.t. for 48 hr. The solid was filtered and washed with ether, providing the product as an off-white solid. (58.4 mg, 71% over two steps). RXN SMILES: [N:1]1([C:13]([O:15][CH2:16][C:17]2[CH:22]=[CH:21][CH:20]=[CH:19][CH:18]=2)=[O:14])[CH2:5][CH2:4][CH:3]([C:6]([O:8]C(C)(C)C)=[O:7])[NH:2]1.Cl.CCOCC>ClCCl>[C:17]1([CH2:16][O:15][C:13]([N:1]2[CH2:5][CH2:4][CH:3]([C:6]([OH:8])=[O:7])[NH:2]2)=[O:14])[CH:22]=[CH:21][CH:20]=[CH:19][CH:18]=1. Run in ClCCl (dichloromethane). Starting materials: Cl (HCl), CCOCC (ether), N1(NC(CC1)C(=O)OC(C)(C)C)C(=O)OCC1=CC=CC=C1 (3-(1,1-dimethylethyl) 1-(phenylmethyl) 1,3-pyrazolidinedicarboxylate). Reaction conditions: time 48 hour. Reactants: COC1=C(C(=C(C=C1)OC)C(=O)O)C(=O)O (3,6-Dimethoxybenzene-1,2-dicarboxylic acid), C(C)(=O)OC(C)=O (acetic anhydride). Solvent: N1=CC=CC=C1 (pyridine). Conditions: temperature 12 celsius, time 90 minute. Product: COC1=C2C(C(=O)OC2=O)=C(C=C1)OC (3,6-Dimethoxyphthalic anhydride). RXN SMILES: [CH3:1][O:2][C:3]1[CH:8]=[CH:7][C:6]([O:9][CH3:10])=[C:5]([C:11]([OH:13])=O)[C:4]=1[C:14]([OH:16])=[O:15].C(OC(=O)C)(=O)C>N1C=CC=CC=1>[CH3:10][O:9][C:6]1[CH:7]=[CH:8][C:3]([O:2][CH3:1])=[C:4]2[C:14]([O:16][C:11](=[O:13])[C:5]=12)=[O:15]. Procedure details: 3,6-Dimethoxybenzene-1,2-dicarboxylic acid (20 g) was dissolved in pyridine (100 ml) at room temperature. The solution was then cooled in a cold water bath and acetic anhydride (27 g, 25 ml) added dropwise over 10 minutes (temperature rose from 23° to 25° C.) The reaction mixture was then stirred for 90 minutes at 12° C., filtered, washed with ether (100 ml) and pulled dry to give a pale cream solid. Dried at 50° C. in a vacuum oven, m.p. 268°-269° C.